This data is from the Open Reaction Database (ORD), a public repository of structured organic reaction records. The task is: describe an organic reaction: reactants, conditions, products, and yield The reactants are C1(CCCCC1)C1N=C(CCCC1)OC (2-cyclohexyl-3,4,5,6-tetrahydro-7-methoxy-2H-azepine), [Cl-].[NH4+] (ammonium chloride). Run in CO (MeOH). Yields the product Cl.C1(CCCCC1)C1CCCCC(N1)=N (7-cyclohexyl-hexahydro-1H-azepin-2-imine, monohydrochloride). Isolated yield 75.8%. RXN SMILES: [CH:1]1([CH:7]2[CH2:13][CH2:12][CH2:11][CH2:10][C:9](OC)=[N:8]2)[CH2:6][CH2:5][CH2:4][CH2:3][CH2:2]1.[Cl-:16].[NH4+:17]>CO>[ClH:16].[CH:1]1([CH:7]2[NH:8][C:9](=[NH:17])[CH2:10][CH2:11][CH2:12][CH2:13]2)[CH2:6][CH2:5][CH2:4][CH2:3][CH2:2]1 |f:1.2,4.5|. Procedure: The product of EXAMPLE 94 (730 mg, 3.45 mmol) in 30 mL of MeOH was reacted with ammonium chloride (177 mg, 3.31 mmol) by the method of EXAMPLE 27 to yield 579 mg (75%) of the title material. The solvent is ClCCCl (1,2-dichloroethane), O (water). The reactants are [Al+3].[Cl-].[Cl-].[Cl-] (AlCl3), Cl (HCl), C1(=CC=CC=C1)OC (Anisole), C1(CCC(=O)O1)=O (succinic anhydride). Product: O=C(CCC(=O)O)C1=CC=C(C=C1)OC (4-Oxo-4-(4-methoxyphenyl)butanoic acid). Conditions: temperature 0 celsius, time 1 hour. Reaction SMILES: [C:1]1([O:7][CH3:8])[CH:6]=[CH:5][CH:4]=[CH:3][CH:2]=1.[C:9]1(=[O:15])[O:14][C:12](=[O:13])[CH2:11][CH2:10]1.[Al+3].[Cl-].[Cl-].[Cl-].Cl>ClCCCl.O>[O:15]=[C:9]([C:4]1[CH:5]=[CH:6][C:1]([O:7][CH3:8])=[CH:2][CH:3]=1)[CH2:10][CH2:11][C:12]([OH:14])=[O:13] |f:2.3.4.5|. Reported procedure: Anisole (70.0 g) and succinic anhydride (65.0 g) were dissolved in 1,2-dichloroethane (1 liter) and the mixture was cooled to 0° C. To the resulting suspension there was added, in portions, AlCl3 (172 g) and the resulting mixture was stirred with a mechanical stirrer for 1 hour. The mixture was then poured into a mixture of ice and water (about 1 liter) containing 50 ml of concentrated HCl. The resulting white solid was collected by filtration, washed with water and air dried to yield the title ... Reactants: CC1=CC(=C(C#N)C=C1C)[N+](=O)[O-] (4,5-Dimethyl-2-nitrobenzonitrile). Reagents/catalysts: [Fe] (iron). Run in C(C)(=O)O (acetic acid). Yields the product CC1=CC(=C(C#N)C=C1C)N (4,5-dimethyl-2-aminobenzonitrile). RXN SMILES: [CH3:1][C:2]1[C:9]([CH3:10])=[CH:8][C:5]([C:6]#[N:7])=[C:4]([N+:11]([O-])=O)[CH:3]=1>C(O)(=O)C.[Fe]>[CH3:1][C:2]1[C:9]([CH3:10])=[CH:8][C:5]([C:6]#[N:7])=[C:4]([NH2:11])[CH:3]=1. Reported procedure: 0.41 g Sodium nitrite in water is added to 1 g 4,5-dimethyl-2-nitroaniline in 3 mL conc. HCl and stirred for 1 hour at +4° C. This solution is added to a mixture of 0.67 g copper (I) cyanide, 0.98 g sodium cyanide, 0.32 g sodium carbonate, 25 mL of water and 3 mL toluene. The mixture is stirred for 12 hours at room temperature and worked up to give 0.45 g 4,5-dimethyl-2-nitrobenzonitrile. 4,5-Dimethyl-2-nitrobenzonitrile is reduced with iron powder in acetic acid to yield 4,5-dimethyl-2-aminoben... Reactants: NOCCNS(=O)(=O)NC(OC(C)(C)C)=O (tert-Butyl {[2-(aminooxy)ethyl]sulfamoyl}carbamate), ON1N=NC2=C1C=CC=C2 (1-hydroxybenzotriazole), Cl.C(C)N=C=NCCCN(C)C (1-ethyl-(3-dimethylaminopropyl)carbodiimide hydrochloride), C(C1=CC=CC=C1)ON1[C@@H]2CC[C@H](N(C1=O)C2)C(=O)O ((2S,5R)-6-(benzyloxy)-7-oxo-1,6-diazabicyclo[3.2.1]octane-2-carboxylic acid). Run in C(Cl)Cl (DCM), C(Cl)Cl (DCM). Conditions: time 8 hour. The product is C(C1=CC=CC=C1)ON1[C@@H]2CC[C@H](N(C1=O)C2)C(=O)NOCCNS(=O)(=O)NC(OC(C)(C)C)=O (tert-Butyl ({2-[({[(2S,5R)-6-(benzyloxy)-7-oxo-1,6-diazabicyclo[3.2.1]oct-2-yl]carbonyl}amino)oxy]ethyl}sulfamoyl)carbamate). Yield: 94.3%. Reaction SMILES: [CH2:1]([O:8][N:9]1[C:15](=[O:16])[N:14]2[CH2:17][C@H:10]1[CH2:11][CH2:12][C@H:13]2[C:18]([OH:20])=O)[C:2]1[CH:7]=[CH:6][CH:5]=[CH:4][CH:3]=1.[NH2:21][O:22][CH2:23][CH2:24][NH:25][S:26]([NH:29][C:30](=[O:36])[O:31][C:32]([CH3:35])([CH3:34])[CH3:33])(=[O:28])=[O:27].ON1C2C=CC=CC=2N=N1.Cl.C(N=C=NCCCN(C)C)C>C(Cl)Cl>[CH2:1]([O:8][N:9]1[C:15](=[O:16])[N:14]2[CH2:17][C@H:10]1[CH2:11][CH2:12][C@H:13]2[C:18]([NH:21][O:22][CH2:23][CH2:24][NH:25][S:26]([NH:29][C:30](=[O:36])[O:31][C:32]([CH3:34])([CH3:33])[CH3:35])(=[O:28])=[O:27])=[O:20])[C:2]1[CH:3]=[CH:4][CH:5]=[CH:6][CH:7]=1 |f:3.4|. Procedure: To a mixture of (2S,5R)-6-(benzyloxy)-7-oxo-1,6-diazabicyclo[3.2.1]octane-2-carboxylic acid 1 (0.200 g, 0.723 mmol) in DCM (6.0 mL) was added tert-butyl {[2-(aminooxy)ethyl]sulfamoyl}carbamate 78 (0.276 g, 1.085 mmol), 1-hydroxybenzotriazole (0.147 g, 1.086 mmol) and 1-ethyl-(3-dimethylaminopropyl)carbodiimide hydrochloride (0.208 g, 1.086 mmol) sequentially at room temperature. The mixture was stirred at room temperature overnight; diluted with DCM and concentrated to provide a residue which wa... Starting materials: COC1=CC=C(C(C(=O)N)=C1)O (5-Methoxysalicylamide), [Na] (sodium), BrCCC (1-bromopropane). Run in C(C)O (ethanol). Reaction conditions: time 1 hour. The product is COC=1C=CC(=C(C(=O)N)C1)OCCC (5-methoxy-2-n-propoxybenzamide). Isolated yield 41.4%. As a reaction SMILES: [CH3:1][O:2][C:3]1[CH:11]=[C:7]([C:8]([NH2:10])=[O:9])[C:6]([OH:12])=[CH:5][CH:4]=1.[Na].Br[CH2:15][CH2:16][CH3:17]>C(O)C>[CH3:1][O:2][C:3]1[CH:4]=[CH:5][C:6]([O:12][CH2:15][CH2:16][CH3:17])=[C:7]([CH:11]=1)[C:8]([NH2:10])=[O:9] |^1:12|. Reported procedure: 5-Methoxysalicylamide (56.0 g., 0.335 mole) was added to a cooled, stirred solution of sodium (8.55 g., 0.372 g-atom) in ethanol (335 ml.). To the resulting suspension was added 1-bromopropane (41.3 g., 0.335 mole) dropwise over 20 minutes. The mixture was stirred at room temperature for one hour, then was heated under reflux for 19 hours. The solvent was removed under reduced pressure. The residue was treated with cold water (500 ml.). The solid was collected by filtration and recrystallized fr... The reactants are FC=1C=C(C=C(C1)C1(CCOCC1)OC)O (4-(5-fluoro-3-hydroxyphenyl)-4-methoxytetrahydropyran), BrC1=C2C=CC(=CC2=CC=C1)CBr (5-bromo-2-bromomethylnaphthalene). Yields the product BrC1=C2C=CC(=CC2=CC=C1)COC=1C=C(C=C(C1)F)C1(CCOCC1)OC (4-[3-(5-bromonaphth-2-ylmethoxy)-5-fluorophenyl]-4-methoxytetrahydropyran). Isolated yield 52.0%. RXN SMILES: [F:1][C:2]1[CH:3]=[C:4]([OH:16])[CH:5]=[C:6]([C:8]2([O:14][CH3:15])[CH2:13][CH2:12][O:11][CH2:10][CH2:9]2)[CH:7]=1.[Br:17][C:18]1[CH:27]=[CH:26][CH:25]=[C:24]2[C:19]=1[CH:20]=[CH:21][C:22]([CH2:28]Br)=[CH:23]2>>[Br:17][C:18]1[CH:27]=[CH:26][CH:25]=[C:24]2[C:19]=1[CH:20]=[CH:21][C:22]([CH2:28][O:16][C:4]1[CH:5]=[C:6]([C:8]3([O:14][CH3:15])[CH2:9][CH2:10][O:11][CH2:12][CH2:13]3)[CH:7]=[C:2]([F:1])[CH:3]=1)=[CH:23]2. Procedure details: Using the procedure described in Example 5, 4-(5-fluoro-3-hydroxyphenyl)-4-methoxytetrahydropyran was reacted with 5-bromo-2-bromomethylnaphthalene to give 4-[3-(5-bromonaphth-2-ylmethoxy)-5-fluorophenyl]-4-methoxytetrahydropyran in 52% yield, as an oil. Starting materials: C[O-], CO, CCCCCC, O=C(Nc1c(F)cccc1F)c1cccc(-c2nc3cc(C(F)(F)F)ccn3c2-c2ccnc(Cl)n2)c1, ClCCl, COc1cc(N2CCC(N3CCN(CCF)CC3)CC2)ccc1N, [Na+], O, OCC(F)(F)F, Cc1ccc(S(=O)(=O)O)cc1. The product is COc1cc(N2CCC(N3CCN(CCF)CC3)CC2)ccc1Nc1nccc(-c2c(-c3cccc(C(=O)Nc4c(F)cccc4F)c3)nc3cc(C(F)(F)F)ccn23)n1. As a reaction SMILES: [CH3:74][O-:75].[CH3:83][OH:84].[CH3:88][CH2:89][CH2:90][CH2:91][CH2:92][CH3:93].[Cl:1][c:2]1[n:3][cH:4][cH:5][c:6](-[c:8]2[c:9](-[c:21]3[cH:22][c:23]([C:24](=[O:25])[NH:26][c:27]4[c:28]([F:34])[cH:29][cH:30][cH:31][c:32]4[F:33])[cH:35][cH:36][cH:37]3)[n:10][c:11]3[n:12]2[cH:13][cH:14][c:15]([C:17]([F:18])([F:19])[F:20])[cH:16]3)[n:7]1.[Cl:85][CH2:86][Cl:87].[F:38][CH2:39][CH2:40][N:41]1[CH2:42][CH2:43][N:44]([CH:47]2[CH2:48][CH2:49][N:50]([c:53]3[cH:54][c:55]([O:60][CH3:61])[c:56]([NH2:57])[cH:58][cH:59]3)[CH2:51][CH2:52]2)[CH2:45][CH2:46]1.[Na+:76].[OH2:62].[OH:77][CH2:78][C:79]([F:80])([F:81])[F:82].[c:63]1([CH3:64])[cH:65][cH:66][c:67]([S:68]([OH:69])(=[O:70])=[O:71])[cH:72][cH:73]1>>[c:2]1([NH:57][c:56]2[c:55]([O:60][CH3:61])[cH:54][c:53]([N:50]3[CH2:49][CH2:48][CH:47]([N:44]4[CH2:43][CH2:42][N:41]([CH2:40][CH2:39][F:38])[CH2:46][CH2:45]4)[CH2:52][CH2:51]3)[cH:59][cH:58]2)[n:3][cH:4][cH:5][c:6](-[c:8]2[c:9](-[c:21]3[cH:22][c:23]([C:24](=[O:25])[NH:26][c:27]4[c:28]([F:34])[cH:29][cH:30][cH:31][c:32]4[F:33])[cH:35][cH:36][cH:37]3)[n:10][c:11]3[n:12]2[cH:13][cH:14][c:15]([C:17]([F:18])([F:19])[F:20])[cH:16]3)[n:7]1.